Task: describe an organic reaction: reactants, conditions, products, and yield. Dataset: the Open Reaction Database (ORD), a public repository of structured organic reaction records Starting materials: BrC1=C2C(=NC(=NC2=CC=C1)Cl)NCCO (5-bromo-2-chloro-4-(2-hydroxyethylamino)quinazoline). Solvent: P(=O)(Cl)(Cl)Cl (phosphorus oxychloride). Product: BrC=1C=2C=3N(C(=NC2C=CC1)Cl)CCN3 (10-Bromo-5-chloro-2,3-dihydroimidazo[1,2-c]quinazoline). As a reaction SMILES: [Br:1][C:2]1[CH:11]=[CH:10][CH:9]=[C:8]2[C:3]=1[C:4]([NH:13][CH2:14][CH2:15]O)=[N:5][C:6]([Cl:12])=[N:7]2>P(Cl)(Cl)(Cl)=O>[Br:1][C:2]1[C:3]2[C:4]3[N:5]([CH2:15][CH2:14][N:13]=3)[C:6]([Cl:12])=[N:7][C:8]=2[CH:9]=[CH:10][CH:11]=1. Reported procedure: A suspension of 5-bromo-2-chloro-4-(2-hydroxyethylamino)quinazoline (2.3 g, 7.6 mmol) in phosphorus oxychloride (POCl3) (60 ml) was heated at reflux for 5 h. The excess of POCl3 was evaporated and the residue partioned between dichloromethane (50 ml) and 1M aqueous sodium hydroxide (50 ml). The organic layer was washed with water (25 ml), dried over sodium sulphate and evaporated. The residue was triturated with ether (25 ml) and the precipitate collected by filtration to give the title compound... The reactants are [Cr](=O)(=O)([O-])Cl.[NH+]1=CC=CC=C1 (PCC), C1(=CC=C2C=CC3=CC=CC4=CC=C1C2=C34)CCCCO (4-(pyren-1-yl) butyl alcohol). The solvent is CCOCC (ether), C(Cl)Cl (methylene chloride), C(Cl)Cl (methylene chloride). Reaction conditions: time 10 minute. Yields the product C1(=CC=C2C=CC3=CC=CC4=CC=C1C2=C34)CCCC=O (4-(pyren-1-yl)butanal). RXN SMILES: [C:1]1([CH2:17][CH2:18][CH2:19][CH2:20][OH:21])[C:14]2[C:15]3=[C:16]4[C:11](=[CH:12][CH:13]=2)[CH:10]=[CH:9][CH:8]=[C:7]4[CH:6]=[CH:5][C:4]3=[CH:3][CH:2]=1.[Cr](Cl)([O-])(=O)=O.[NH+]1C=CC=CC=1>C(Cl)Cl.CCOCC>[C:1]1([CH2:17][CH2:18][CH2:19][CH:20]=[O:21])[C:14]2[C:15]3=[C:16]4[C:11](=[CH:12][CH:13]=2)[CH:10]=[CH:9][CH:8]=[C:7]4[CH:6]=[CH:5][C:4]3=[CH:3][CH:2]=1 |f:1.2|. Procedure: 10 mL of methylene chloride was added to 1.097 g (4 mmol) of 4-(pyren-1-yl) butyl alcohol and stirred vigorously at room temperature for 10 min hour. The reaction was followed by addition of 1.292 g (1.5 Eq.) of PCC (Pyridinium chlorochromate) in 10 mL methylene chloride and the reaction mixture was stirred for 2 h. The reaction mixture was then diluted with 5 volumes of anhydrous ether (100 mL) and washed with 1:1 brine:water, saturated aq. Na2SO3 solution, and brine, respectively, dried over a... Reactants: IC=1C=C(C#N)C=CC1 (3-iodobenzonitrile), N1N=NN=C1 (tetrazole). Product: IC=1C=C(C=CC1)C=1N=NNN1 (5-(3-Iodo-phenyl)-2H-tetrazole). Reaction SMILES: [I:1][C:2]1[CH:3]=[C:4]([CH:7]=[CH:8][CH:9]=1)[C:5]#[N:6].[NH:10]1C=N[N:12]=[N:11]1>>[I:1][C:2]1[CH:3]=[C:4]([C:5]2[N:10]=[N:11][NH:12][N:6]=2)[CH:7]=[CH:8][CH:9]=1. Procedure: The 3-iodobenzonitrile (3.6 g, 16.6 mmol) was converted to the corresponding tetrazole (4.1 g, 91%) utilizing reaction conditions previously described in Step (a) of example 1. CI-MS: C7H51N2 [M+1] 273.0. Reactants: CN (methylamine), [OH-].[K+] (potassium hydroxide), Cl.ClC1=NC2=C(C3=NC4=CC=CC(=C4C(N31)=O)F)C=CN2S(=O)(=O)C2=CC=C(C=C2)C (5-chloro-8-fluoro-3-[(4-methylphenyl)sulfonyl]pyrrolo[2′,3′:4,5]pyrimido[6,1-b]quinazolin-7(3H)-one hydrogen chloride), COC=1C=C2CCCN(C2=CC1N)C([C@H]1N(CCC1)C)=O (6-(methyloxy)-1-(1-methyl-L-prolyl)-1,2,3,4-tetrahydro-7-quinolinamine). Solvent: C1CCOC1 (THF), C(C)(=O)OCC (ethyl acetate). Reaction conditions: temperature 65 celsius, time 8 hour. Yields the product FC1=C(C(=O)NC)C(=CC=C1)NC1=C2C(NC(=N1)NC1=C(C=C3CCCN(C3=C1)C([C@H]1N(CCC1)C)=O)OC)=NC=C2 (2-fluoro-N-methyl-6-[(2-{[6-(methyloxy)-1-(1-methyl-L-prolyl)-1,2,3,4-tetrahydro-7-quinolinyl]amino}-1H-pyrrolo[2,3-d]pyrimidin-4-yl)amino]benzamide). Yield: 27.7%. As a reaction SMILES: Cl.Cl[C:3]1[N:16]2[C:7](=[N:8][C:9]3[C:14]([C:15]2=[O:17])=[C:13]([F:18])[CH:12]=[CH:11][CH:10]=3)[C:6]2[CH:19]=[CH:20][N:21](S(C3C=CC(C)=CC=3)(=O)=O)[C:5]=2[N:4]=1.[CH3:32][O:33][C:34]1[CH:35]=[C:36]2[C:41](=[CH:42][C:43]=1[NH2:44])[N:40]([C:45](=[O:52])[C@@H:46]1[CH2:50][CH2:49][CH2:48][N:47]1[CH3:51])[CH2:39][CH2:38][CH2:37]2.[CH3:53][NH2:54].[OH-].[K+]>C1COCC1.C(OCC)(=O)C>[F:18][C:13]1[CH:12]=[CH:11][CH:10]=[C:9]([NH:8][C:7]2[N:16]=[C:3]([NH:44][C:43]3[CH:42]=[C:41]4[C:36]([CH2:37][CH2:38][CH2:39][N:40]4[C:45](=[O:52])[C@@H:46]4[CH2:50][CH2:49][CH2:48][N:47]4[CH3:51])=[CH:35][C:34]=3[O:33][CH3:32])[NH:4][C:5]3=[N:21][CH:20]=[CH:19][C:6]=23)[C:14]=1[C:15]([NH:54][CH3:53])=[O:17] |f:0.1,4.5|. Reported procedure: A suspension of 5-chloro-8-fluoro-3-[(4-methylphenyl)sulfonyl]pyrrolo[2′,3′:4,5]pyrimido[6,1-b]quinazolin-7(3H)-one hydrogen chloride (300 mg, 0.63 mmol) and 6-(methyloxy)-1-(1-methyl-L-prolyl)-1,2,3,4-tetrahydro-7-quinolinamine 217 mg, 0.75 mmol) in THF (50 ml) was heated at 65° C. for 4 hrs. The reaction was diluted with ethyl acetate (200 ml) and washed with saturated NaHCO3 (300 ml). Organic layer was removed, concentrated by rotary evaporation, solids triturated from ethyl acetate/hexanes, ... Reactants: [O-]O (hydroperoxide), CC1=CCC2(C1C2)C(C)C (α-thujene), 4-hydroxy-β-thujene. Reagents/catalysts: [Ni] (Raney nickel). Product: CC(C)C12CCC(C1C2)(C)O (sabinene hydrate). Reaction SMILES: [O-:1]O.[CH3:3][C:4]1[CH:8]2[CH2:9][C:7]2([CH:10]([CH3:12])[CH3:11])[CH2:6][CH:5]=1>[Ni]>[CH3:11][CH:10]([C:7]12[CH2:9][CH:8]1[C:4]([OH:1])([CH3:3])[CH2:5][CH2:6]2)[CH3:12]. Reported procedure: The hydroperoxide resulting from α-thujene can be reduced to 4-hydroxy-β-thujene and can then be hydrogenated, e.g. in the presence of Raney nickel, to give sabinene hydrate. The reactants are CC(C)(C)C(=O)Cl, O=[N+]([O-])c1ccc(O)cc1, c1ccncc1. Yields the product CC(C)(C)C(=O)Oc1ccc([N+](=O)[O-])cc1. RXN SMILES: [C:1]([C:2]([CH3:3])([CH3:4])[CH3:5])(=[O:6])[Cl:7].[OH:8][c:9]1[cH:10][cH:11][c:12]([N+:15]([O-:16])=[O:17])[cH:13][cH:14]1.[cH:18]1[cH:19][cH:20][n:21][cH:22][cH:23]1>>[C:1]([C:2]([CH3:3])([CH3:4])[CH3:5])(=[O:6])[O:8][c:9]1[cH:10][cH:11][c:12]([N+:15]([O-:16])=[O:17])[cH:13][cH:14]1. Reactants: FC(C(=O)NCC=1C(=CC(=C(C(=O)N=C=O)C1)Cl)F)(F)F (5-((2,2,2-trifluoroacetamido)methyl)-2-chloro-4-fluorobenzoyl isocyanate), ClC=1C=C(C=CC1F)NNC(=O)OC(C)(C)C (tert-butyl 2-(3-chloro-4-fluorophenyl)hydrazinecarboxylate), FC(C(=O)O)(F)F (trifluoro acetic acid). Yields the product ClC1=CC(=C(CNC(C(F)(F)F)=O)C=C1C1=NN(C(N1)=O)C1=CC(=C(C=C1)F)Cl)F (N-(4-chloro-5-(1-(3-chloro-4-fluorophenyl)-4,5-dihydro-5-oxo-1H-1,2,4-triazol-3-yl)-2-fluorobenzyl)-2,2,2-trifluoroacetamide). As a reaction SMILES: [F:1][C:2]([F:21])([F:20])[C:3]([NH:5][CH2:6][C:7]1[C:8]([F:19])=[CH:9][C:10]([Cl:18])=[C:11]([CH:17]=1)[C:12]([N:14]=[C:15]=[O:16])=O)=[O:4].[Cl:22][C:23]1[CH:24]=[C:25]([NH:30][NH:31]C(OC(C)(C)C)=O)[CH:26]=[CH:27][C:28]=1[F:29].FC(F)(F)C(O)=O>C(Cl)Cl>[Cl:18][C:10]1[C:11]([C:12]2[NH:14][C:15](=[O:16])[N:30]([C:25]3[CH:26]=[CH:27][C:28]([F:29])=[C:23]([Cl:22])[CH:24]=3)[N:31]=2)=[CH:17][C:7]([CH2:6][NH:5][C:3](=[O:4])[C:2]([F:21])([F:20])[F:1])=[C:8]([F:19])[CH:9]=1. The yield is 46.3%. Procedure details: The title compound was prepared according to the procedure described in Example-83 by using 5-((2,2,2-trifluoroacetamido)methyl)-2-chloro-4-fluorobenzoyl isocyanate (Intermediate-69, 0.300 g), tert-butyl 2-(3-chloro-4-fluorophenyl)hydrazinecarboxylate (Intermediate-85, 0.300 g), DCM (20 mL) and trifluoro acetic acid (5.0 mL) to afford 0.200 g of the desired product. Solvent: C(Cl)Cl (DCM). Yields the product Cc1cccc2nc(C(C)Nc3ncnc4[nH]cnc34)n(-c3cccc(O)c3)c(=O)c12. Reaction SMILES: [CH3:41][OH:42].[ClH:40].[OH:1][c:2]1[cH:3][c:4](-[n:8]2[c:9]([CH:20]([CH3:21])[NH:22][c:23]3[c:24]4[n:25][cH:26][n:27]([CH2:32][O:33][CH2:34][CH2:35][Si:36]([CH3:37])([CH3:38])[CH3:39])[c:28]4[n:29][cH:30][n:31]3)[n:10][c:11]3[cH:12][cH:13][cH:14][c:15]([CH3:19])[c:16]3[c:17]2=[O:18])[cH:5][cH:6][cH:7]1>>[OH:1][c:2]1[cH:3][c:4](-[n:8]2[c:9]([CH:20]([CH3:21])[NH:22][c:23]3[c:24]4[n:25][cH:26][nH:27][c:28]4[n:29][cH:30][n:31]3)[n:10][c:11]3[cH:12][cH:13][cH:14][c:15]([CH3:19])[c:16]3[c:17]2=[O:18])[cH:5][cH:6][cH:7]1. Reactants: CO, Cl, Cc1cccc2nc(C(C)Nc3ncnc4c3ncn4COCC[Si](C)(C)C)n(-c3cccc(O)c3)c(=O)c12.